Dataset: the Open Reaction Database (ORD), a public repository of structured organic reaction records. Task: describe an organic reaction: reactants, conditions, products, and yield Reactants: C1(CCC1)C1=NN=C(S1)N=C=O (5-Cyclobutyl-1,3,4-thiadiazol-2-yl isocyanate), CNN (methylhydrazine), NN (hydrazine). The solvent is C(Cl)Cl (methylene chloride). Yields the product CN(N)C(=O)NC=1SC(=NN1)C1CCC1 (2-methyl-4-(5-cyclobutyl-1,3,4-thiadiazol-2-yl)semicarbazide). As a reaction SMILES: [CH3:1][NH:2][NH2:3].[CH:4]1([C:8]2[S:12][C:11]([N:13]=[C:14]=[O:15])=[N:10][N:9]=2)[CH2:7][CH2:6][CH2:5]1.NN>C(Cl)Cl>[CH3:1][N:2]([C:14]([NH:13][C:11]1[S:12][C:8]([CH:4]2[CH2:5][CH2:6][CH2:7]2)=[N:9][N:10]=1)=[O:15])[NH2:3]. Procedure: A solution of methylhydrazine (0.3 mole) in methylene chloride (150 ml) is charged into a glass reaction vessel equipped with a mechanical stirrer, thermometer and reflux condenser. 5-Cyclobutyl-1,3,4-thiadiazol-2-yl isocyanate dimer (0.1 mole) is then added, with stirring, at room temperature. After the addition is completed the reaction mixture is heated at reflux for a period of about 4 hours. After this time the reaction mixture is stripped of solvent and excess hydrazine to yield the desire... The reactants are S(=O)(Cl)Cl (Thionyl chloride), CC(CCCCCC)OC1=CC=C(C=C1)C1=CC=C(C=C1)C(=O)O (4'-(1-methyl-heptyloxy)-4-biphenylcarboxylic acid). Yields the product CC(CCCCCC)OC1=CC=C(C=C1)C1=CC=C(C=C1)C(=O)Cl (4'-(1-methyl-heptyloxy)-4-biphenylcarboxylic acid chloride). Isolated yield 96.7%. Reaction SMILES: S(Cl)([Cl:3])=O.[CH3:5][CH:6]([O:13][C:14]1[CH:19]=[CH:18][C:17]([C:20]2[CH:25]=[CH:24][C:23]([C:26]([OH:28])=O)=[CH:22][CH:21]=2)=[CH:16][CH:15]=1)[CH2:7][CH2:8][CH2:9][CH2:10][CH2:11][CH3:12]>>[CH3:5][CH:6]([O:13][C:14]1[CH:19]=[CH:18][C:17]([C:20]2[CH:25]=[CH:24][C:23]([C:26]([Cl:3])=[O:28])=[CH:22][CH:21]=2)=[CH:16][CH:15]=1)[CH2:7][CH2:8][CH2:9][CH2:10][CH2:11][CH3:12]. Procedure details: Thionyl chloride (11.3 g, 0.095 mol) was added to the above optically active 4'-(1-methyl-heptyloxy)-4-biphenylcarboxylic acid (20 g, 0.063 mol), followed by heating under reflux for one hour and distilling off excess thionyl chloride to obtain optically active 4'-(1-methyl-heptyloxy)-4-biphenylcarboxylic acid chloride (21 g). Starting materials: N1(C=NC=C1)C1=CC=C(C=C1)N (4-(1H-imidazol-1-yl)benzenamine), C(C)=O (acetaldehyde). Yields the product C(C)NC1=CC=C(C=C1)N1C=NC=C1 (N-Ethyl-4-(1H-imidazol-1-yl)benzenamine). As a reaction SMILES: [N:1]1([C:6]2[CH:11]=[CH:10][C:9]([NH2:12])=[CH:8][CH:7]=2)[CH:5]=[CH:4][N:3]=[CH:2]1.[CH:13](=O)[CH3:14]>>[CH2:13]([NH:12][C:9]1[CH:10]=[CH:11][C:6]([N:1]2[CH:5]=[CH:4][N:3]=[CH:2]2)=[CH:7][CH:8]=1)[CH3:14]. Reported procedure: In a manner similar to Preparation 8, react 4-(1H-imidazol-1-yl)benzenamine with acetaldehyde to obtain the title compound. The solvent is C1CCOC1 (THF). Conditions: time 2 hour. Yields the product C1OC=2C=C(C=CC2O1)C=1C=CC2=C(C=C(CCS2(=O)=O)C(=O)OC)C1 (methyl 7-(3,4-methylenedioxyphenyl)-1,1-dioxo-2,3-dihydro-1-benzothiepine-4-carboxylate). Starting materials: ClC1=CC(=CC=C1)C(=O)OO (3-chloroperbenzoic acid), C1OC=2C=C(C=CC2O1)C=1C=CC2=C(C=C(CCS2)C(=O)OC)C1 (methyl 7-(3,4-methylenedioxyphenyl)-2,3-dihydro-1-benzothiepine-4-carboxylate), S(=S)(=O)([O-])[O-].[Na+].[Na+] (sodium thiosulfate). RXN SMILES: [CH2:1]1[O:9][C:8]2[CH:7]=[CH:6][C:5]([C:10]3[CH:11]=[CH:12][C:13]4S[CH2:18][CH2:17][C:16]([C:20]([O:22][CH3:23])=[O:21])=[CH:15][C:14]=4[CH:24]=3)=[CH:4][C:3]=2[O:2]1.ClC1C=CC=C(C(OO)=O)C=1.[S:36]([O-:40])([O-])(=[O:38])=S.[Na+].[Na+]>C1COCC1>[CH2:1]1[O:9][C:8]2[CH:7]=[CH:6][C:5]([C:10]3[CH:11]=[CH:12][C:13]4[S:36](=[O:40])(=[O:38])[CH2:18][CH2:17][C:16]([C:20]([O:22][CH3:23])=[O:21])=[CH:15][C:14]=4[CH:24]=3)=[CH:4][C:3]=2[O:2]1 |f:2.3.4|. Procedure: To a solution of methyl 7-(3,4-methylenedioxyphenyl)-2,3-dihydro-1-benzothiepine-4-carboxylate (0.80 g) in THF (10 ml) was added at 0° C. 70% 3-chloroperbenzoic acid (1.22 g), and the mixture was stirred at 0° C. for 15 minutes and then at room temperature for 2 hours. To the mixture was added an aqueous solution of sodium thiosulfate, and the mixture was stirred for a few minutes and extracted with dichloromethane. The organic layer was washed with sodium bicarbonate solution and saturated brin... Starting materials: ClC=1C(=NC=CN1)C(=O)O (3-chloro-2-pyrazinecarboxylic acid), CN(C)C(=[N+](C)C)ON1C2=C(C=CC=C2)N=N1.[B-](F)(F)(F)F (TBTU), C(C)(C)N(CC)C(C)C (diisopropylethylamine), C(C1=CC=CC=C1)OC(NCC(N)=N)=O (carbamimidoylmethyl-carbamic acid benzyl ester). Run in CN(C)C=O (DMF), ClCCl (dichloromethane). Run at time 2 hour. Yields the product C(C1=CC=CC=C1)OC(NCC(=N)NC(=O)C1=NC=CN=C1Cl)=O ({2-[(3-Chloro-pyrazine-2-carbonyl)-amino]-2-imino-ethyl}-carbamic acid benzyl ester). Reaction SMILES: [Cl:1][C:2]1[C:3]([C:8]([OH:10])=O)=[N:4][CH:5]=[CH:6][N:7]=1.CN(C(ON1N=NC2C=CC=CC1=2)=[N+](C)C)C.[B-](F)(F)(F)F.C(N(C(C)C)CC)(C)C.[CH2:42]([O:49][C:50](=[O:56])[NH:51][CH2:52][C:53](=[NH:55])[NH2:54])[C:43]1[CH:48]=[CH:47][CH:46]=[CH:45][CH:44]=1>CN(C=O)C.ClCCl>[CH2:42]([O:49][C:50](=[O:56])[NH:51][CH2:52][C:53]([NH:55][C:8]([C:3]1[C:2]([Cl:1])=[N:7][CH:6]=[CH:5][N:4]=1)=[O:10])=[NH:54])[C:43]1[CH:44]=[CH:45][CH:46]=[CH:47][CH:48]=1 |f:1.2|. Procedure: Under an atmosphere of nitrogen, 3-chloro-2-pyrazinecarboxylic acid (76 mg), TBTU (168 mg), and diisopropylethylamine (310 mg) were added to a solution of carbamimidoylmethyl-carbamic acid benzyl ester [77390-81-9] (99 mg) in DMF (6 ml). The reaction mixture was stirred for 2 h at ambient temperature, diluted with dichloromethane and washed with water. The organic layer was dried (Na2SO4), filtered, and the solvent was evaporated. The obtained, crude title compound (220 mg) was used without furt... The reactants are C1(=CC=CC=C1)C.[H-].C(C(C)C)[Al+]CC(C)C (diisobutyl aluminum hydride toluene), C1(=CC=CC=C1)CCN(C=1SC=C(N1)C1=CC=CC=C1)CC1=CC=C(C(=O)OC)C=C1 (methyl 4-[[(2-phenylethyl)(4-phenyl-1,3-thiazol-2-yl)amino]methyl]benzoate), O.O.O.O.O.O.O.O.O.O.[O-]S(=O)(=O)[O-].[Na+].[Na+] (sodium sulfate 10 hydrate). Run in O1CCCC1 (tetrahydrofuran). Run at time 2 hour. Yields the product C1(=CC=CC=C1)CCN(C=1SC=C(N1)C1=CC=CC=C1)CC1=CC=C(C=C1)CO ([4-[[(2-phenylethyl)(4-phenyl-1,3-thiazol-2-yl)amino]methyl]phenyl]methanol). Isolated yield 81.7%. RXN SMILES: [C:1]1([CH2:7][CH2:8][N:9]([CH2:21][C:22]2[CH:31]=[CH:30][C:25]([C:26](OC)=[O:27])=[CH:24][CH:23]=2)[C:10]2[S:11][CH:12]=[C:13]([C:15]3[CH:20]=[CH:19][CH:18]=[CH:17][CH:16]=3)[N:14]=2)[CH:6]=[CH:5][CH:4]=[CH:3][CH:2]=1.C1(C)C=CC=CC=1.[H-].C([Al+]CC(C)C)C(C)C.O.O.O.O.O.O.O.O.O.O.[O-]S([O-])(=O)=O.[Na+].[Na+]>O1CCCC1>[C:1]1([CH2:7][CH2:8][N:9]([CH2:21][C:22]2[CH:23]=[CH:24][C:25]([CH2:26][OH:27])=[CH:30][CH:31]=2)[C:10]2[S:11][CH:12]=[C:13]([C:15]3[CH:20]=[CH:19][CH:18]=[CH:17][CH:16]=3)[N:14]=2)[CH:6]=[CH:5][CH:4]=[CH:3][CH:2]=1 |f:1.2.3,4.5.6.7.8.9.10.11.12.13.14.15.16|. Procedure details: Under ice-cooling, to a solution of methyl 4-[[(2-phenylethyl)(4-phenyl-1,3-thiazol-2-yl)amino]methyl]benzoate (535 mg, 1.25 mmol) in tetrahydrofuran (20 mL) was added 1.5M diisobutyl aluminum hydride toluene solution (2.4 mL, 3.64 mmol). The mixture was stirred at room temperature for 2 hr and sodium sulfate 10 hydrate (1.29 g, 4 mmol) was added. The mixture was stirred at room temperature for 1 hr. The resulting insoluble materials were filtered off and the filtrate was concentrated. The resid... Reactants: C1CC(=O)N(C1=O)Br (NBS), CC(C)(C)OC(=O)N(C(=O)OC(C)(C)C)C=1NC=C(N1)C=O (bis(1,1-dimethylethyl)(4-formyl-1H-imidazol-2-yl)imidodicarbonate). The solvent is CN(C)C=O (DMF), CCOC(=O)C (EtOAc). Run at temperature 50 celsius. Yields the product CC(C)(C)OC(=O)N(C(=O)OC(C)(C)C)C=1NC(=C(N1)Br)C=O (bis(1,1-dimethylethyl)(4-bromo-5-formyl-1H-imidazol-2-yl)imidodicarbonate). Isolated yield 40.9%. As a reaction SMILES: C1C(=O)N([Br:8])C(=O)C1.[CH3:9][C:10]([O:13][C:14]([N:16]([C:24]1[NH:25][CH:26]=[C:27]([CH:29]=[O:30])[N:28]=1)[C:17]([O:19][C:20]([CH3:23])([CH3:22])[CH3:21])=[O:18])=[O:15])([CH3:12])[CH3:11]>CN(C=O)C.CCOC(C)=O>[CH3:12][C:10]([O:13][C:14]([N:16]([C:24]1[NH:28][C:27]([CH:29]=[O:30])=[C:26]([Br:8])[N:25]=1)[C:17]([O:19][C:20]([CH3:21])([CH3:22])[CH3:23])=[O:18])=[O:15])([CH3:9])[CH3:11]. Procedure: NBS (0.206 g, 1.156 mmol) was added to a solution of bis(1,1-dimethylethyl)(4-formyl-1H-imidazol-2-yl)imidodicarbonate (0.300 g, 0.964 mmol) in DMF (3 mL). The mixture was heated at 50° C. for 3 hrs. The reaction mixture was diluted with EtOAc and washed 2× with water. The organic layer was dried over sodium sulfate and concentrated. Chromatography (EtOAc:hexane) gave the desired product (0.154 g, 41%) as a white solid. 1H NMR (400 MHz, chloroform-d) δ ppm 10.54 (br. s., 1H), 9.54 (s, 1H), 1.50 ... Reactants: ClC=1C(=NC(=C(N1)C)CC)C#N (3-chloro-6-ethyl-5-methyl-pyrazine-2 -carbonitrile), ice water, ClC=1C(=NC(=C(N1)CC)C)C#N (3-chloro-5-ethyl-6-methyl-pyrazine-2-carbonitrile), Cl.C1CNCCC2=C1C=CC=C2 (2,3,4,5-tetrahydro-1H-benzo[d]azepine hydrochloride), C(C)N(C(C)C)C(C)C (N-ethyl-diisopropylamine). The solvent is CN(C=O)C (N,N-dimethylformamide). Conditions: time 18 hour. Yields the product C(C)C1=C(N=C(C(=N1)C#N)N1CCC2=C(CC1)C=CC=C2)C (6-ethyl-5-methyl-3-(1,2,4,5-tetrahydro-benzo[d]azepin-3-yl)-pyrazine-2-carbonitrile). Yield: 18.0%. As a reaction SMILES: Cl[C:2]1[C:3]([C:11]#[N:12])=[N:4][C:5]([CH2:9][CH3:10])=[C:6]([CH3:8])[N:7]=1.ClC1C(C#N)=NC(C)=C(CC)N=1.Cl.[CH2:26]1[C:32]2[CH:33]=[CH:34][CH:35]=[CH:36][C:31]=2[CH2:30][CH2:29][NH:28][CH2:27]1.C(N(C(C)C)C(C)C)C>CN(C)C=O>[CH2:9]([C:5]1[N:4]=[C:3]([C:11]#[N:12])[C:2]([N:28]2[CH2:27][CH2:26][C:32]3[CH:33]=[CH:34][CH:35]=[CH:36][C:31]=3[CH2:30][CH2:29]2)=[N:7][C:6]=1[CH3:8])[CH3:10] |f:2.3|. Procedure: A solution of 0.300 g (1.65 mmol) of the 1:1 mixture of the 3-chloro-6-ethyl-5-methyl-pyrazine-2 -carbonitrile and the 3-chloro-5-ethyl-6-methyl-pyrazine-2-carbonitrile, of 0.395 g (1.30 mmol) of 2,3,4,5-tetrahydro-1H-benzo[d]azepine hydrochloride (J. Heterocycl. Chem. 1971, 8(5), 779-83) and of 0.566 g (2.60 mmol) of N-ethyl-diisopropylamine in 1.0 ml of N,N-dimethylformamide was stirred at room temperature for 60 hours and then at 60° C. for 18 hours. The reaction mixture was subsequently pour... The reactants are ClCCl, [Na+], [OH-], O=C(O)C(F)(F)F, CC(C)(C)OC(=O)N1CCCC1C(O)c1ccco1. Product: OC(c1ccco1)C1CCCN1. As a reaction SMILES: [Cl:29][CH2:30][Cl:31].[Na+:28].[OH-:27].[OH:20][C:21]([C:22]([F:23])([F:24])[F:25])=[O:26].[o:1]1[c:2]([CH:6]([OH:7])[CH:8]2[N:9]([C:13]([O:14][C:15]([CH3:16])([CH3:17])[CH3:18])=[O:19])[CH2:10][CH2:11][CH2:12]2)[cH:3][cH:4][cH:5]1>>[o:1]1[c:2]([CH:6]([OH:7])[CH:8]2[NH:9][CH2:10][CH2:11][CH2:12]2)[cH:3][cH:4][cH:5]1. The reactants are FC(C(=O)NC1=NN(C=C1[N+](=O)[O-])C)(F)F (3-trifluoroacetylamino-1-methyl-4-nitropyrazol), CI (methyl iodide), [OH-].[K+] (potassium hydroxide). Solvent: CC(=O)C (acetone). Run at time 5 minute. The product is CN1N=C(C(=C1)[N+](=O)[O-])NC (1-methyl-3-methylamino-4-nitropyrazol). RXN SMILES: FC(F)(F)[C:3]([NH:5][C:6]1[C:10]([N+:11]([O-:13])=[O:12])=[CH:9][N:8]([CH3:14])[N:7]=1)=O.CI.[OH-].[K+]>CC(C)=O>[CH3:14][N:8]1[CH:9]=[C:10]([N+:11]([O-:13])=[O:12])[C:6]([NH:5][CH3:3])=[N:7]1 |f:2.3|. Procedure details: 100 g (4.20 mmoles) of 3-trifluoroacetylamino-1-methyl-4-nitropyrazol are heated with 2.12 g (16.8 mmoles) methyl iodide in 10 ml absolute acetone to 50° C. 940 mg (16.8 mmoles) powdered potassium hydroxide are then added and the reaction mixture is heated to boiling for 5 minutes. The solvent is distilled off in the rotary evaporator in vacuum and the residue is separated by means of column chromatography using silica gel with ether/toluene (5:1).